Dataset: the Open Reaction Database (ORD), a public repository of structured organic reaction records. Task: describe an organic reaction: reactants, conditions, products, and yield Starting materials: COC1=NC(=NC2=CC=CC=C12)C1=CC=CC=C1 (4-Methoxy-2-phenylquinazoline), ClCCCC(=O)OCC (ethyl 4-chlorobutyrate). The product is C(C)OC(=O)CCCOC1=NC(=NC2=CC=CC=C12)C1=CC=CC=C1 (4-Ethoxycarbonylpropoxy-2-phenylquinazoline). Yield: 88.6%. Reaction SMILES: [CH3:1][O:2][C:3]1[C:12]2[C:7](=[CH:8][CH:9]=[CH:10][CH:11]=2)[N:6]=[C:5]([C:13]2[CH:18]=[CH:17][CH:16]=[CH:15][CH:14]=2)[N:4]=1.ClC[CH2:21][CH2:22][C:23]([O:25][CH2:26][CH3:27])=[O:24]>>[CH2:26]([O:25][C:23]([CH2:22][CH2:21][CH2:1][O:2][C:3]1[C:12]2[C:7](=[CH:8][CH:9]=[CH:10][CH:11]=2)[N:6]=[C:5]([C:13]2[CH:18]=[CH:17][CH:16]=[CH:15][CH:14]=2)[N:4]=1)=[O:24])[CH3:27]. Procedure: According to the preparation of 69, ethyl 4-chlorobutyrate (1.36 g, 9.00 mmol) was used to yield 72 (1.34 g, 88.6%) as colorless powder. The reactants are OB(O)c1cc(OCc2ccccc2)ccc1, COC(=O)/C(C)=C(/OS(=O)(=O)c1ccc(C)cc1)C1CC1. The reagents and catalysts are O=P([O-])([O-])[O-].[K+].[K+].[K+], COc1cc(OC)cc(OC)c1, CS(=O)(=O)O[Pd]1(<-P(C2=CC=CC=C2)(C2=CC=CC=C2)C2=CC=CC2[Fe]C2C=CC=C2P(C2=CC=CC=C2)C2=CC=CC=C2)<-NC2=C(C=CC=C2)C2=CC=CC=C21. Solvent: CC#N, O, O. Reaction conditions: temperature 25 celsius, time 0 minute. Yields the product OB(O)c1cc(OCc2ccccc2)ccc1, COC(=O)/C(C)=C(/OS(=O)(=O)c1ccc(C)cc1)C1CC1, COc1cc(OC)cc(OC)c1, COC(/C(C)=C(C1CC1)/c2cccc(OCc3ccccc3)c2)=O, COC(/C(C)=C(C1CC1)\c2cccc(OCc3ccccc3)c2)=O. Procedure: To a 4 ml reaction vial equipped with a magnetic
tumble stir disc under N2 atmosphere was charged (E)-methyl 3-cyclopropyl-2-methyl-3-
(tosyloxy)acrylate 3-(E) (40.0 mg, 0.129 mmol), (3-(benzyloxy)phenyl)boronic acid 4 (32.3 mg,
0.142 mmol), palladium precatalyst 5 (5.96 mg, 6.44 µmol) and 1,3,5-trimethoxybenzene (2.17
mg, 0.013 mmol). ACN (1000 µl) and water (10 µl) were added and the mixture agitated to
dissolve all solids. To a 40 ml vial was charged K3PO4 (2.12 g, 10.0 mmol) and water to dil... Reactants: OO (hydrogen peroxide), NC1=NC(=CC(=N1)OS(=O)(=O)C1=CC=C(C)C=C1)N (2,6-diamino-4-tosyloxypyrimidine), C(C)(=O)OC(C)=O (acetic anhydride). The solvent is C(C)O (ethanol). Reaction conditions: temperature 60 celsius. Product: NC1=CC(=NC(N1OC(C)=O)=N)OS(=O)(=O)C1=CC=C(C=C1)C (6-amino-1,2-dihydro-1-acetoxy-2-imino-4-p-toluenesulfonyloxy-pyrimidine). RXN SMILES: [NH2:1][C:2]1[N:7]=[C:6]([O:8][S:9]([C:12]2[CH:18]=[CH:17][C:15]([CH3:16])=[CH:14][CH:13]=2)(=[O:11])=[O:10])[CH:5]=[C:4]([NH2:19])[N:3]=1.OO.[C:22]([O:25]C(=O)C)(=[O:24])[CH3:23]>C(O)C>[NH2:19][C:4]1[N:3]([O:25][C:22](=[O:24])[CH3:23])[C:2](=[NH:1])[N:7]=[C:6]([O:8][S:9]([C:12]2[CH:18]=[CH:17][C:15]([CH3:16])=[CH:14][CH:13]=2)(=[O:11])=[O:10])[CH:5]=1. Procedure details: 2.8 g (0.001 mole) of 2,6-diamino-4-tosyloxypyrimidine are added to 70 ml of absolute ethanol. 5 ml of a 70% aqueous hydrogen peroxide solution are added to the obtained suspension at 40° C., then 3 ml of acetic anhydride are added dropwise. The suspension is homogenised by heating to 60° C., and the solution gets slowly opalescent while standing. Tracing the reaction by thin layer chromatography it will be found that the reaction has completed and the aimed compound is accompanied by some diace... The reactants are CCI, C1CCOC1, CC#N, COC(=O)C1CC(O)C(N=[N+]=[N-])C1. Reaction SMILES: [CH2:14]([CH3:15])[I:16].[CH2:20]1[O:21][CH2:22][CH2:23][CH2:24]1.[CH3:17][C:18]#[N:19].[CH3:1][O:2][C:3](=[O:4])[CH:5]1[CH2:6][CH:7]([N:11]=[N+:12]=[N-:13])[CH:8]([OH:10])[CH2:9]1>>[CH3:1][O:2][C:3](=[O:4])[CH:5]1[CH2:6][CH:7]([N:11]=[N+:12]=[N-:13])[CH:8]([O:10][CH2:14][CH3:15])[CH2:9]1. Yields the product CCOC1CC(C(=O)OC)CC1N=[N+]=[N-].